Task: describe an organic reaction: reactants, conditions, products, and yield. Dataset: the Open Reaction Database (ORD), a public repository of structured organic reaction records Starting materials: CC1(OC(CC1=O)(C)C)C (2,2,5,5-tetramethyl-dihydro-furan-3-one), C(C)(C)(C)OC(N(C)C)N(C)C (tert-butoxy-bis(dimethylamino)methane). Conditions: temperature 60 celsius. Product: CN(C)C=C1C(C(OC1(C)C)(C)C)=O (4-Dimethylaminomethylene-2,2,5,5-tetramethyl-dihydro-furan-3-one). The yield is 84.0%. RXN SMILES: [CH3:1][C:2]1([CH3:10])[C:6](=[O:7])[CH2:5][C:4]([CH3:9])([CH3:8])[O:3]1.C(O[CH:16](N(C)C)[N:17]([CH3:19])[CH3:18])(C)(C)C>>[CH3:16][N:17]([CH:19]=[C:5]1[C:4]([CH3:9])([CH3:8])[O:3][C:2]([CH3:10])([CH3:1])[C:6]1=[O:7])[CH3:18]. Reported procedure: A mixture of 2,2,5,5-tetramethyl-dihydro-furan-3-one (2.84 g, 20.0 mmol, 1.0 equiv; commercially available) and tert-butoxy-bis(dimethylamino)methane (3.65 g, 20.9 mmol, 1.05 equiv; commercially available) was heated to 60° C. for 24 h (in analogy to a procedure described in H. H. Wasserman and J. L. Ives J. Am. Chem. Soc. 1976, 98, 7868-7869). The residue was purified by flash column chromatography on silica eluting with diethyl ether to yield 3.3 g (84% yield) of the title compound. MS (EI): 1... Reactants: CC=1C=C(C2=C(C=C3C(=CC=CN23)C2=C(C=C(C=C2C)C)C)N1)O.OC1=CC(=NC=2C(=C3C=CC=CN3C21)C2=C(C=C(C=C2C)C)C)C (4-hydroxy-2-methyl-10-(2,4,6-trimethylphenyl)pyridino-[2,3-b]indolizine 2-methyl-9-(2,4,6-trimethylphenyl)pyrido[2,3-b]-indolizin-4-ol), P(=O)(Cl)(Cl)Cl (phosphorus oxychloride). Product: ClC1=CC(=NC=2C=C3C(=CC=CN3C21)C2=C(C=C(C=C2C)C)C)C (4-Chloro-2-methyl-9-(2,4,6-trimethylphenyl)pyridino[2,3-b]-indolizine). Reaction SMILES: [CH3:1][C:2]1[CH:3]=[C:4](O)[C:5]2[N:13]3[C:8]([C:9]([C:14]4[C:19]([CH3:20])=[CH:18][C:17]([CH3:21])=[CH:16][C:15]=4[CH3:22])=[CH:10][CH:11]=[CH:12]3)=[CH:7][C:6]=2[N:23]=1.OC1C2N3C(C=CC=C3)=C(C3C(C)=CC(C)=CC=3C)C=2N=C(C)C=1.P(Cl)(Cl)([Cl:51])=O>>[Cl:51][C:4]1[C:5]2[N:13]3[C:8]([C:9]([C:14]4[C:19]([CH3:20])=[CH:18][C:17]([CH3:21])=[CH:16][C:15]=4[CH3:22])=[CH:10][CH:11]=[CH:12]3)=[CH:7][C:6]=2[N:23]=[C:2]([CH3:1])[CH:3]=1 |f:0.1|. Procedure: Heat at 100° C. for 1 h a solution of 4-hydroxy-2-methyl-10-(2,4,6-trimethylphenyl)pyridino-[2,3-b]indolizine 2-methyl-9-(2,4,6-trimethylphenyl)pyrido[2,3-b]-indolizin-4-ol (10.1 g; 32 mmol) in phosphorus oxychloride (60 mL), cool to ambient temperature, and concentrate in vacuo. Partition the residue into ice water and CH2Cl2. Separate the aqueous phase, extract twice with CH2Cl2, and wash the combined organic extracts with a 1 N aqueous sodium hydroxide solution and then with water. Dry the so... Reactants: IC1=CC=C(C=C1)C1=NC(=CC2=CC=CC=C12)C(=O)NC (1-(4-iodophenyl)-N-methyl-3-isoquinolinecarboxamide), [H-].[Na+] (NaH), FCCCBr (3-fluoropropyl bromide). Run in CN(C)C=O (DMF). Run at time 30 minute. Product: IC1=CC=C(C=C1)C1=NC(=CC2=CC=CC=C12)C(=O)N(CCCF)C (1-(4-iodophenyl)-N-methyl-N-(3-fluoropropyl)-3-isoquinolinecarboxamide). The yield is 40.9%. RXN SMILES: [I:1][C:2]1[CH:7]=[CH:6][C:5]([C:8]2[C:17]3[C:12](=[CH:13][CH:14]=[CH:15][CH:16]=3)[CH:11]=[C:10]([C:18]([NH:20][CH3:21])=[O:19])[N:9]=2)=[CH:4][CH:3]=1.[H-].[Na+].[F:24][CH2:25][CH2:26][CH2:27]Br>CN(C=O)C>[I:1][C:2]1[CH:3]=[CH:4][C:5]([C:8]2[C:17]3[C:12](=[CH:13][CH:14]=[CH:15][CH:16]=3)[CH:11]=[C:10]([C:18]([N:20]([CH3:21])[CH2:27][CH2:26][CH2:25][F:24])=[O:19])[N:9]=2)=[CH:6][CH:7]=1 |f:1.2|. Procedure details: To a solution of 1-(4-iodophenyl)-N-methyl-3-isoquinolinecarboxamide (25 mg, 0.06 mmol) in DMF (4 mL) was added 60% NaH (10 mg, 0.25 mmol) in one portion. The mixture was stirred under Ar at room temperature for 30 min. Then, 3-fluoropropyl bromide (20 μl, 0.27 mmol) was added. After stirring at room temperature for overnight, the mixture was quenched by adding H2O (5 mL). The mixture was extracted with CH2Cl2 (3×15 mL). The combined organic layers were dried (MgSO4), filtered. The filtrate was ...